From a dataset of the Open Reaction Database (ORD), a public repository of structured organic reaction records. describe an organic reaction: reactants, conditions, products, and yield Reactants: BrC1=CC(=C(C=C1)C(=O)N1CCN(CC1)C1=NC=C(C=C1)C1CC1)F ((4-bromo-2-fluorophenyl)[4-(5-cyclopropylpyridin-2-yl)piperazin-1-yl]methanone), O1C(N=CC1)=O (oxazolin-2-one). Product: C1(CC1)C=1C=CC(=NC1)N1CCN(CC1)C(=O)C1=C(C=C(C=C1)N1C(OCC1)=O)F (3-{4-[4-(5-cyclopropylpyridin-2-yl)piperazine-1-carbonyl]-3-fluorophenyl}oxazolidin-2-one). The yield is 74.4%. Reaction SMILES: Br[C:2]1[CH:7]=[CH:6][C:5]([C:8]([N:10]2[CH2:15][CH2:14][N:13]([C:16]3[CH:21]=[CH:20][C:19]([CH:22]4[CH2:24][CH2:23]4)=[CH:18][N:17]=3)[CH2:12][CH2:11]2)=[O:9])=[C:4]([F:25])[CH:3]=1.[O:26]1[CH2:30][CH:29]=[N:28][C:27]1=[O:31]>>[CH:22]1([C:19]2[CH:20]=[CH:21][C:16]([N:13]3[CH2:14][CH2:15][N:10]([C:8]([C:5]4[CH:6]=[CH:7][C:2]([N:28]5[CH2:29][CH2:30][O:26][C:27]5=[O:31])=[CH:3][C:4]=4[F:25])=[O:9])[CH2:11][CH2:12]3)=[N:17][CH:18]=2)[CH2:24][CH2:23]1. Procedure details: By reaction and treatment in the same manner as in Example 110 and using (4-bromo-2-fluorophenyl)[4-(5-cyclopropylpyridin-2-yl)piperazin-1-yl]methanone (404 mg) described in Preparation Example 188 and oxazolin-2-one (104 mg), the title compound (305 mg) was obtained. The reactants are N#Cc1ccc(C(Cl)CCc2ccc(F)cc2)cc1, [H-], [Na+], CN(C)C=O, O, c1nnn[nH]1. Product: N#Cc1ccc(C(CCc2ccc(F)cc2)n2ncnn2)cc1. Reaction SMILES: [Cl:13][CH:14]([CH2:15][CH2:16][c:17]1[cH:18][cH:19][c:20]([F:23])[cH:21][cH:22]1)[c:24]1[cH:25][cH:26][c:27]([C:30]#[N:31])[cH:28][cH:29]1.[H-:2].[Na+:1].[O:3]=[CH:4][N:5]([CH3:6])[CH3:7].[OH2:32].[nH:8]1[n:9][n:10][n:11][cH:12]1>>[n:8]1[n:9]([CH:14]([CH2:15][CH2:16][c:17]2[cH:18][cH:19][c:20]([F:23])[cH:21][cH:22]2)[c:24]2[cH:25][cH:26][c:27]([C:30]#[N:31])[cH:28][cH:29]2)[n:10][n:11][cH:12]1. Starting materials: OC1=CC=C(C(=O)C=2OC3=C(C2C2=CC=CC=C2)C=CC=C3)C=C1 (2-(4-hydroxybenzoyl)-3-phenylbenzofuran), C(C)N(CCCl)CC (2-diethylaminoethyl chloride), C([O-])([O-])=O.[K+].[K+] (potassium carbonate). Run in CC(=O)C (acetone). Yields the product C(C)N(CCOC1=CC=C(C(=O)C=2OC3=C(C2C2=CC=CC=C2)C=CC=C3)C=C1)CC (2-[4-(2-Diethylaminoethoxy)benzoyl]-3-phenylbenzofuran). RXN SMILES: [OH:1][C:2]1[CH:24]=[CH:23][C:5]([C:6]([C:8]2[O:9][C:10]3[CH:22]=[CH:21][CH:20]=[CH:19][C:11]=3[C:12]=2[C:13]2[CH:18]=[CH:17][CH:16]=[CH:15][CH:14]=2)=[O:7])=[CH:4][CH:3]=1.[CH2:25]([N:27]([CH2:31][CH3:32])[CH2:28][CH2:29]Cl)[CH3:26].C(=O)([O-])[O-].[K+].[K+]>CC(C)=O>[CH2:25]([N:27]([CH2:31][CH3:32])[CH2:28][CH2:29][O:1][C:2]1[CH:3]=[CH:4][C:5]([C:6]([C:8]2[O:9][C:10]3[CH:22]=[CH:21][CH:20]=[CH:19][C:11]=3[C:12]=2[C:13]2[CH:18]=[CH:17][CH:16]=[CH:15][CH:14]=2)=[O:7])=[CH:23][CH:24]=1)[CH3:26] |f:2.3.4|. Procedure: (0.005 mol.) of 2-(4-hydroxybenzoyl)-3-phenylbenzofuran with 2.7 g. (0.02 mol.) of 2-diethylaminoethyl chloride in 50 ml. of acetone containing 2.7 g. (0.02 mol.) of potassium carbonate for 3 hours according to the procedure described in Example 1 gives the title compound. Starting materials: FC=1C=C(C(=O)OC)C=C(C1)F (methyl 3,5-difluorobenzoate), C(C)(C)[N-]C(C)C.[Li+] (lithium diisopropylamide), [Cl-].[NH4+] (ammonium chloride), CN(C=O)C (Dimethylformamide). The solvent is O1CCCC1 (tetrahydrofuran). Reaction conditions: time 1 hour. The product is FC=1C=C(C(=O)OC)C=C(C1C=O)F (methyl 3,5-difluoro-4-formylbenzoate). The yield is 43.1%. RXN SMILES: [F:1][C:2]1[CH:3]=[C:4]([CH:9]=[C:10]([F:12])[CH:11]=1)[C:5]([O:7][CH3:8])=[O:6].C([N-]C(C)C)(C)C.[Li+].CN(C)[CH:23]=[O:24].[Cl-].[NH4+]>O1CCCC1>[F:1][C:2]1[CH:3]=[C:4]([CH:9]=[C:10]([F:12])[C:11]=1[CH:23]=[O:24])[C:5]([O:7][CH3:8])=[O:6] |f:1.2,4.5|. Procedure details: To a solution of methyl 3,5-difluorobenzoate (1 gm, 5.8 mmol) in dry tetrahydrofuran (20 mL), lithium diisopropylamide (0.621 gm, 5.8 mmol, 15% solution in tetrahydrofuran and heptane) was added at −78° C. The resulting reaction mixture was stirred for about 1 hour. Dimethylformamide (0.51 g, 6.9 mmol) was added drop wise to the reaction mixture and stirring was continued for about 3 hours at −78° C. The reaction was warm up to room temperature. Saturated aqueous ammonium chloride solution (20 m...